From a dataset of the Open Reaction Database (ORD), a public repository of structured organic reaction records. describe an organic reaction: reactants, conditions, products, and yield Starting materials: NC1=CC=C(C=C1)C (p-Toluidine), C(C)(C)C(=O)C (methyl isopropyl ketone). Yields the product CC1=NC2=CC=C(C=C2C1(C)C)C (2,3,3,5-Tetramethyl-3-H-indole). The yield is 87.0%. As a reaction SMILES: [NH2:1][C:2]1[CH:7]=[CH:6][C:5]([CH3:8])=[CH:4][CH:3]=1.[CH:9]([C:12]([CH3:14])=O)([CH3:11])[CH3:10]>>[CH3:14][C:12]1[C:9]([CH3:11])([CH3:10])[C:7]2[C:2](=[CH:3][CH:4]=[C:5]([CH3:8])[CH:6]=2)[N:1]=1. Procedure details: p-Toluidine was reacted with methyl isopropyl ketone in the same way as in Example 3. 2,3,3,5-Tetramethyl-3-H-indole was formed in a yield of 87% of the theoretical yield. The reactants are C[Si](C)(C)C#N (trimethylsilyl cyanide), CN(C(=O)Cl)C (N,N-dimethylcarbamoyl chloride), N1=C(C=CC=C1)C[NH+](C(OC(C)(C)C)=O)[O-] (tert-Butyl 2-pyridylmethylcarbamate N-oxide). The solvent is [N+](=O)([O-])CC (nitroethane). Reaction conditions: time 24 hour. The product is C(#N)C1=CC=CC(=N1)CNC(OC(C)(C)C)=O (tert-Butyl (6-cyano-2-pyridyl)methylcarbamate). The yield is 58.0%. As a reaction SMILES: [N:1]1[CH:6]=[CH:5][CH:4]=[CH:3][C:2]=1[CH2:7][NH+:8]([O-])[C:9](=[O:15])[O:10][C:11]([CH3:14])([CH3:13])[CH3:12].C[Si]([C:21]#[N:22])(C)C.CN(C)C(Cl)=O>[N+](CC)([O-])=O>[C:21]([C:6]1[N:1]=[C:2]([CH2:7][NH:8][C:9](=[O:15])[O:10][C:11]([CH3:14])([CH3:13])[CH3:12])[CH:3]=[CH:4][CH:5]=1)#[N:22]. Reported procedure: tert-Butyl 2-pyridylmethylcarbamate N-oxide (3.0 g, 13.3 mmol) was dissolved in nitroethane (50 ml), and trimethylsilyl cyanide (2.8 g, 28.6 mmol) and N,N-dimethylcarbamoyl chloride (1.7 g, 16.2 mmol) were added thereto. The mixture was stirred at room temperature for 24 hrs. The solvent was evaporated, and the residue was subjected to a silica gel column chromatography. The fractions eluted with ethyl acetate-hexane (2:1, v/v) were collected, concentrated and recrystallized from hexane-ethyl ac... Reactants: ClC1=CC=C(C=C1)C1NC(C=2N(N=C(C21)C)C=2C(=NC=CC2)OC)=O (4-(4-chlorophenyl)-1-(2-methoxypyridin-3-yl)-3-methyl-4,5-dihydropyrrolo[3,4-c]pyrazol-6(1H)-one), IC=1C=C(C(N(C1)C)=O)C (5-iodo-1,3-dimethylpyridin-2(1H)-one). The product is ClC1=CC=C(C=C1)C1N(C(C=2N(N=C(C21)C)C=2C(=NC=CC2)OC)=O)C2=CN(C(C(=C2)C)=O)C (4-(4-chlorophenyl)-5-(1,5-dimethyl-6-oxo-1,6-dihydropyridin-3-yl)-1-(2-methoxypyridin-3-yl)-3-methyl-4,5-dihydropyrrolo[3,4-c]pyrazol-6(1H)-one). Reaction SMILES: [Cl:1][C:2]1[CH:7]=[CH:6][C:5]([CH:8]2[C:15]3[C:14]([CH3:16])=[N:13][N:12]([C:17]4[C:18]([O:23][CH3:24])=[N:19][CH:20]=[CH:21][CH:22]=4)[C:11]=3[C:10](=[O:25])[NH:9]2)=[CH:4][CH:3]=1.I[C:27]1[CH:28]=[C:29]([CH3:35])[C:30](=[O:34])[N:31]([CH3:33])[CH:32]=1>>[Cl:1][C:2]1[CH:7]=[CH:6][C:5]([CH:8]2[C:15]3[C:14]([CH3:16])=[N:13][N:12]([C:17]4[C:18]([O:23][CH3:24])=[N:19][CH:20]=[CH:21][CH:22]=4)[C:11]=3[C:10](=[O:25])[N:9]2[C:27]2[CH:28]=[C:29]([CH3:35])[C:30](=[O:34])[N:31]([CH3:33])[CH:32]=2)=[CH:4][CH:3]=1. Procedure details: The title compound was prepared in analogy to the procedure described for Example 23 using 4-(4-chlorophenyl)-1-(2-methoxypyridin-3-yl)-3-methyl-4,5-dihydropyrrolo[3,4-c]pyrazol-6(1H)-one (Step 71.4) and 5-iodo-1,3-dimethylpyridin-2(1H)-one (step 23.2) at 100° C. for 16 hr. Further purification by preparative achiral SFC (column Silica, gradient 22-27% in 6 min_total 11 min). tR: 4.34 min (HPLC 1); tR: 1.00 min (LC-MS 2); ESI-MS: 476 [M+H]+ (LC-MS 2); Rf=0.51 (CH2Cl2/MeOH 9:1). Reactants: C(C)(C)(C)OC(=O)NCC(=O)NOCC1=CC=CC=C1 (t-Butyloxycarbonyl-O-Benzyl Glycine Hydroxamic Acid), FC(C(=O)O)(F)F (trifluoroacetic acid), CCOCC (ether). Product: FC(C(=O)O)(F)F.C(C1=CC=CC=C1)ONC(CN)=O (O-Benzyl Glycine Hydroxamic Acid Trifluoroacetate). Reaction SMILES: C(OC([NH:8][CH2:9][C:10]([NH:12][O:13][CH2:14][C:15]1[CH:20]=[CH:19][CH:18]=[CH:17][CH:16]=1)=[O:11])=O)(C)(C)C.CCOCC.[F:26][C:27]([F:32])([F:31])[C:28]([OH:30])=[O:29]>>[F:26][C:27]([F:32])([F:31])[C:28]([OH:30])=[O:29].[CH2:14]([O:13][NH:12][C:10](=[O:11])[CH2:9][NH2:8])[C:15]1[CH:20]=[CH:19][CH:18]=[CH:17][CH:16]=1 |f:3.4|. Reported procedure: T-Butyloxycarbonyl-O-benzyl glycine hydroxamic acid [(17.5 g, 62.5 mMol) see Step A] was dissolved in trifluoroacetic acid (25 ml), stirred at room temperature thirty minutes, and ether (200 ml) added. The product was filtered and dried to yield: 9.0 g, m.p. 122°-124°. Reactants: CCCc1c(OCCCSCCBr)ccc(C(C)=O)c1O, CC(C)=O, [K+], N#C[S-]. Product: CCCc1c(OCCCSCCSC#N)ccc(C(C)=O)c1O. Reaction SMILES: [C:1]([CH3:2])(=[O:3])[c:4]1[c:5]([OH:21])[c:6]([CH2:18][CH2:19][CH3:20])[c:7]([O:8][CH2:9][CH2:10][CH2:11][S:12][CH2:13][CH2:14][Br:15])[cH:16][cH:17]1.[CH3:26][C:27](=[O:28])[CH3:29].[K+:22].[S-:23][C:24]#[N:25]>>[C:1]([CH3:2])(=[O:3])[c:4]1[c:5]([OH:21])[c:6]([CH2:18][CH2:19][CH3:20])[c:7]([O:8][CH2:9][CH2:10][CH2:11][S:12][CH2:13][CH2:14][S:23][C:24]#[N:25])[cH:16][cH:17]1. The reactants are CN1CCN(CC1)C1=CC(=CC=C1)[N+](=O)[O-] (1-methyl-4-(3-nitrophenyl)-piperazine). Reagents/catalysts: [Pd] (Pd). Solvent: C(C)O (ethanol). Reaction conditions: time 24 hour. The product is CN1CCN(CC1)C=1C=C(C=CC1)N (3-(4-Methylpiperazin-1-yl)-phenylamine). Reaction SMILES: [CH3:1][N:2]1[CH2:7][CH2:6][N:5]([C:8]2[CH:13]=[CH:12][CH:11]=[C:10]([N+:14]([O-])=O)[CH:9]=2)[CH2:4][CH2:3]1>C(O)C.[Pd]>[CH3:1][N:2]1[CH2:3][CH2:4][N:5]([C:8]2[CH:9]=[C:10]([NH2:14])[CH:11]=[CH:12][CH:13]=2)[CH2:6][CH2:7]1. Procedure details: Into the solution of 1-methyl-4-(3-nitrophenyl)-piperazine (123 mg, 0.556 mmol) in ethanol (5 mL) was added Pd (10% on carbon, 12.0 mg). The mixture was degassed for 5 min and was then was stirred under H2 atmosphere (balloon pressure) at rt for 24 h. After that time, the reaction mixture was filtered and the filtrate was concentrated in vacuo to obtain the title compound as light yellow oil. 1H NMR (CDCl3, 400 MHz): δ=2.35 (s, 3H), 2.56 (t, 41H, J=5.2 Hz), 3.18 (t, 41H, J=5.0 Hz), 3.60 (brs, 2H...